From a dataset of the Open Reaction Database (ORD), a public repository of structured organic reaction records. describe an organic reaction: reactants, conditions, products, and yield Reactants: C(C)(C)(C)OC(=O)N(C(=O)OC(C)(C)C)C1=NC(=CC=C1[N+](=O)[O-])C1=CC=CC=C1 (di-tert-butyl(3-nitro-6-phenylpyridin-2-yl)imidodicarbonate), [H][H] (hydrogen). The reagents and catalysts are [Pd] (palladium on carbon). Solvent: CO (MeOH). The product is C(C)(C)(C)OC(=O)N(C(=O)OC(C)(C)C)C1=NC(=CC=C1N)C1=CC=CC=C1 (Di-tert-butyl(3-amino-6-phenylpyridin-2-yl)imidodicarbonate). As a reaction SMILES: [C:1]([O:5][C:6]([N:8]([C:16]1[C:21]([N+:22]([O-])=O)=[CH:20][CH:19]=[C:18]([C:25]2[CH:30]=[CH:29][CH:28]=[CH:27][CH:26]=2)[N:17]=1)[C:9]([O:11][C:12]([CH3:15])([CH3:14])[CH3:13])=[O:10])=[O:7])([CH3:4])([CH3:3])[CH3:2].[H][H]>[Pd].CO>[C:1]([O:5][C:6]([N:8]([C:16]1[C:21]([NH2:22])=[CH:20][CH:19]=[C:18]([C:25]2[CH:30]=[CH:29][CH:28]=[CH:27][CH:26]=2)[N:17]=1)[C:9]([O:11][C:12]([CH3:15])([CH3:14])[CH3:13])=[O:10])=[O:7])([CH3:2])([CH3:3])[CH3:4]. Procedure details: A solution of di-tert-butyl(3-nitro-6-phenylpyridin-2-yl)imidodicarbonate (378 mg, 0.910 mmol) and MeOH (18.1 mL) was treated with 10% palladium on carbon (˜20 mg) and fitted with a hydrogen balloon. After 30 min the reaction was filtered through celite and concentrated to afford a residue which was used in the next reaction without purification. MS cal'd 386 (M+H)+, exp 386 (M+H)+. The reactants are title compound ( 68 ), N1CC(CC1)CC1=CC=2C(=NC=CC2)N1 (2-Pyrrolidin-3-ylmethyl-1H-pyrrolo[2,3-b]pyridine), CCOCC (ether), compound 67, compound 9, compound 28. Reported procedure: Compound 66 (0.3 g, 1.49 mmol) was converted to compound 67, using the methodology described for compound 9. Yield 0.362 g (80.7%). (TLC ether Rf 0.11), which was used as such to generate the title compound (68) using the methodology as described for compound 28.(Yield 0.17 g, 65%), mp 96-97° C. 1H-NMR (400 MHz, CDCl3): δ N1—H invisible, 8.16 (dd, J=5 Hz, 2 Hz, 1H), 7.77 (dd, J=8 Hz, 2 Hz, 1H), 6.98 (dd, J=8 Hz, 5 Hz, 1H), 6.16 (bs, 1H), 2.92-2.84 (m, 2H), 2.76-2.64 (m, 2H), 2.62-2.50 (m, 2H), 2... The solvent is CO.C(C)N(CC)CC (MeOH triethylamine). Product: CN1CC(CC1)CC1=CC=2C(=NC=CC2)N1 (2-(1-Methyl-pyrrolidin-3-ylmethyl)-1H-pyrrolo[2,3-b]pyridine). Reaction SMILES: [NH:1]1[CH2:5][CH2:4][CH:3]([CH2:6][C:7]2[NH:15][C:10]3=[N:11][CH:12]=[CH:13][CH:14]=[C:9]3[CH:8]=2)[CH2:2]1.[CH3:16]COCC>CO.C(N(CC)CC)C>[CH3:16][N:1]1[CH2:5][CH2:4][CH:3]([CH2:6][C:7]2[NH:15][C:10]3=[N:11][CH:12]=[CH:13][CH:14]=[C:9]3[CH:8]=2)[CH2:2]1 |f:2.3|. Starting materials: O=C1CN(C(=O)OCc2ccccc2)CCN1, CC(C)(C)[O-], CI, [K+], CN(C)C=O. Yields the product CN1CCN(C(=O)OCc2ccccc2)CC1=O. RXN SMILES: [CH2:1]([c:2]1[cH:3][cH:4][cH:5][cH:6][cH:7]1)[O:8][C:9](=[O:10])[N:11]1[CH2:12][C:13](=[O:17])[NH:14][CH2:15][CH2:16]1.[CH3:18][C:19]([CH3:20])([O-:21])[CH3:22].[CH3:24][I:25].[K+:23].[O:26]=[CH:27][N:28]([CH3:29])[CH3:30]>>[CH2:1]([c:2]1[cH:3][cH:4][cH:5][cH:6][cH:7]1)[O:8][C:9](=[O:10])[N:11]1[CH2:12][C:13](=[O:17])[N:14]([CH3:18])[CH2:15][CH2:16]1. Reactants: ClC1=NC=CC(=N1)N1C(OC(CC1)(C1=CC=CC=C1)C)=O (3-(2-chloropyrimidin-4-yl)-6-methyl-6-phenyl-1,3-oxazinan-2-one), Pd(Ph3)2Cl2, FC=1C=C(C=CC1)B(O)O (3-fluorophenylboronic acid), C(=O)([O-])[O-].[K+].[K+] (K2CO3). The solvent is O1CCOCC1 (1,4-dioxane). The product is FC=1C=C(C=CC1)C1=NC=CC(=N1)N1C(OC(CC1)(C1=CC=CC=C1)C)=O (3-(2-(3-fluorophenyl)pyrimidin-4-yl)-6-methyl-6-phenyl-1,3-oxazinan-2-one). Yield: 16.7%. RXN SMILES: Cl[C:2]1[N:7]=[C:6]([N:8]2[CH2:13][CH2:12][C:11]([CH3:20])([C:14]3[CH:19]=[CH:18][CH:17]=[CH:16][CH:15]=3)[O:10][C:9]2=[O:21])[CH:5]=[CH:4][N:3]=1.[F:22][C:23]1[CH:24]=[C:25](B(O)O)[CH:26]=[CH:27][CH:28]=1.C([O-])([O-])=O.[K+].[K+]>O1CCOCC1>[F:22][C:23]1[CH:28]=[C:27]([C:2]2[N:7]=[C:6]([N:8]3[CH2:13][CH2:12][C:11]([CH3:20])([C:14]4[CH:19]=[CH:18][CH:17]=[CH:16][CH:15]=4)[O:10][C:9]3=[O:21])[CH:5]=[CH:4][N:3]=2)[CH:26]=[CH:25][CH:24]=1 |f:2.3.4|. Procedure details: To a solution of 3-(2-chloropyrimidin-4-yl)-6-methyl-6-phenyl-1,3-oxazinan-2-one (100 mg, 0.33 mmol) and 3-fluorophenylboronic acid (80 mg, 0.53 mmol), K2CO3 (1 mL, 2 M) in 1,4-dioxane (3 ml) at 0° C. under N2 was slowly added Pd(Ph3)2Cl2 (20 mg, 20%). The mixture was refluxed overnight. The mixture was concentrated to give the crude product, which was purified by TLC and preparative HPLC to afford 3-(2-(3-fluorophenyl)pyrimidin-4-yl)-6-methyl-6-phenyl-1,3-oxazinan-2-one (20 mg, yield 17%). 1H N...